This data is from the Open Reaction Database (ORD), a public repository of structured organic reaction records. The task is: describe an organic reaction: reactants, conditions, products, and yield Starting materials: FC(C(=O)N[C@@H]1CCCN2C3=C(OC4=C([C@@H]21)C=CC=C4)C=CC(=C3)NCC3=CC=CC=C3)(F)F (trans-2,2,2-trifluoro-N-[2,3,4,14b-tetrahydro-7-[(phenylmethyl)amino]-1H-dibenzo[b,f]pyrido[1,2-d][1,4]oxazepin-1-yl]acetamide), O1CCOCC1 (dioxane), Cl (HCl). The reagents and catalysts are [Pd] (Pd/C). The solvent is C(C)O (ethanol). Run at time 6 hour. Product: NC1=CC2=C(OC3=C([C@H]4N2CCC[C@H]4NC(C(F)(F)F)=O)C=CC=C3)C=C1 (trans-N-(7-Amino-2,3,4,14b-tetrahydro-1H-dibenzo[b,f]pyrido[1,2-d][1,4]oxazepin-1-yl)-2,2,2-trifluoroacetamide). Isolated yield 3.8%. As a reaction SMILES: [F:1][C:2]([F:34])([F:33])[C:3]([NH:5][C@H:6]1[C@@H:16]2[N:10]([C:11]3[CH:24]=[C:23]([NH:25]CC4C=CC=CC=4)[CH:22]=[CH:21][C:12]=3[O:13][C:14]3[CH:20]=[CH:19][CH:18]=[CH:17][C:15]=32)[CH2:9][CH2:8][CH2:7]1)=[O:4].Cl.O1CCOCC1>C(O)C.[Pd]>[NH2:25][C:23]1[CH:22]=[CH:21][C:12]2[O:13][C:14]3[CH:20]=[CH:19][CH:18]=[CH:17][C:15]=3[C@@H:16]3[C@H:6]([NH:5][C:3](=[O:4])[C:2]([F:33])([F:34])[F:1])[CH2:7][CH2:8][CH2:9][N:10]3[C:11]=2[CH:24]=1. Reported procedure: To a solution of trans-2,2,2-trifluoro-N-[2,3,4,14b-tetrahydro-7-[(phenylmethyl)amino]-1H-dibenzo[b,f]pyrido[1,2-d][1,4]oxazepin-1-yl]acetamide (944 mg, 2.0 mmol) in ethanol (16 mL) were added Pd/C 10% (111 mg) and a solution of 4M HCl in dioxane (778 μl, 3.11 mmol). The resulting reaction mixture was hydrogenated at 3 bar for 6 h. The reaction mixture was quenched with sat. NaHCO3 (aq) and diluted with ethanol. After filtration through dicalite and thorough washing with ethyl acetate, the volat... Starting materials: Cl.FC(C=1C=C(C=CC1)NN)(F)F (3-trifluoromethylphenylhydrazine hydrochloride), CC(C(CC#N)=O)(C)C (4,4-Dimethyl-3-oxopentanenitrile). Product: C(C)(C)(C)C1=NN(C(=C1)N)C1=CC(=CC=C1)C(F)(F)F (3-tert-butyl-1-(3-(trifluoromethyl)phenyl)-1H-pyrazol-5-amine). The yield is 30.3%. As a reaction SMILES: Cl.[F:2][C:3]([F:13])([F:12])[C:4]1[CH:5]=[C:6]([NH:10][NH2:11])[CH:7]=[CH:8][CH:9]=1.[CH3:14][C:15]([CH3:22])([CH3:21])[C:16](=O)[CH2:17][C:18]#[N:19]>>[C:15]([C:16]1[CH:17]=[C:18]([NH2:19])[N:10]([C:6]2[CH:7]=[CH:8][CH:9]=[C:4]([C:3]([F:12])([F:13])[F:2])[CH:5]=2)[N:11]=1)([CH3:22])([CH3:21])[CH3:14] |f:0.1|. Reported procedure: Following the procedure in Example 161A Step 3, 3-trifluoromethylphenylhydrazine hydrochloride (781 mg, 4.44 mmol) and 4,4-Dimethyl-3-oxopentanenitrile (500 mg, 4.0 mmol) were reacted to give 3-tert-butyl-1-(3-(trifluoromethyl)phenyl)-1H-pyrazol-5-amine (344 mg, 1.21 mmol, 30%). No NMR taken. LC-MS (ESI) m/z 284 (M+H)+. The reactants are BrC1=CC=C(C=C1)OC (para-bromoanisole), C1CCOC1 (THF), S1C=CC=C1 (thiophene), C1CCOC1 (THF), C1CCOC1 (THF), C(CCC)[Li] (butyllithium), C1CCOC1 (THF). Reagents/catalysts: C=1C=CC(=CC1)/C=C/C(=O)/C=C/C2=CC=CC=C2.C=1C=CC(=CC1)/C=C/C(=O)/C=C/C2=CC=CC=C2.[Pd] (Pd(DBA)2), [Cl-].[Cl-].[Zn+2] (ZnCl2). Solvent: O (water). Reaction conditions: temperature -20 celsius, time 16 hour. Product: COC1=CC=C(C=C1)C=1SC=CC1 (2-paramethoxyphenylthiophene). Isolated yield 58.6%. RXN SMILES: [S:1]1[CH:5]=[CH:4][CH:3]=[CH:2]1.C1COCC1.C([Li])CCC.Br[C:17]1[CH:22]=[CH:21][C:20]([O:23][CH3:24])=[CH:19][CH:18]=1>[Cl-].[Cl-].[Zn+2].C1C=CC(/C=C/C(/C=C/C2C=CC=CC=2)=O)=CC=1.C1C=CC(/C=C/C(/C=C/C2C=CC=CC=2)=O)=CC=1.[Pd].O>[CH3:24][O:23][C:20]1[CH:21]=[CH:22][C:17]([C:2]2[S:1][CH:5]=[CH:4][CH:3]=2)=[CH:18][CH:19]=1 |f:4.5.6,7.8.9|. Reported procedure: 23.30 g of thiophene (0.277 mole) and 140 ml of dry THF were introduced into a 500 ml three-necked round bottom flask placed under nitrogen; after cooling to -20° C., 160 ml of butyllithium (46 M/1 in hexane) were run in slowly; the temperature was allowed to return to 0° C.; time 2 hours 30 min. 34.6 g (0.254 M) of ZnCl2 and 275 ml of dry THF were charged under nitrogen into a one-liter three-necked vessel with mechanical stirring. After allowing to dissolve, the above solution was run in over ... The reactants are C([O-])(O)=O.[Na+] (sodium bicarbonate), NC1=CC=C(C=N1)/C=C/C(=O)NCC(=O)N(C)C=1C(=C(COC=2C=CC=C3C=CC(=NC23)C)C(=CC1)Cl)Cl (8-[3-[N-[(E)-3-(6-aminopyridin-3-yl)acryloylglycyl]-N-methylamino]-2,6-dichlorobenzyloxy]-2-methylquinoline), N1=C(C=NC=C1)C(=O)O (2-pyrazinecarboxylic acid), Cl.C(C)N=C=NCCCN(C)C (1-ethyl-3-(3-dimethylaminopropyl)carbodiimide hydrochloride), ON1N=NC2=C1C=CC=C2 (1-hydroxybenzotriazole). Run in CN(C=O)C (dimethylformamide). Run at time 37 hour. The product is ClC1=C(COC=2C=CC=C3C=CC(=NC23)C)C(=CC=C1N(C(CNC(\C=C\C=1C=NC(=CC1)NC(=O)C1=NC=CN=C1)=O)=O)C)Cl (8-[2,6-dichloro-3-[N-methyl-N-[(E)-3-[6-(2-pyrazinecarboxamido)-pyridin-3-yl]acryloylglycyl]amino]benzyloxy]-2-methylquinoline). Isolated yield 40.7%. RXN SMILES: [NH2:1][C:2]1[N:7]=[CH:6][C:5](/[CH:8]=[CH:9]/[C:10]([NH:12][CH2:13][C:14]([N:16]([C:18]2[C:19]([Cl:38])=[C:20]([C:34]([Cl:37])=[CH:35][CH:36]=2)[CH2:21][O:22][C:23]2[CH:24]=[CH:25][CH:26]=[C:27]3[C:32]=2[N:31]=[C:30]([CH3:33])[CH:29]=[CH:28]3)[CH3:17])=[O:15])=[O:11])=[CH:4][CH:3]=1.[N:39]1[CH:44]=[CH:43][N:42]=[CH:41][C:40]=1[C:45](O)=[O:46].Cl.C(N=C=NCCCN(C)C)C.ON1C2C=CC=CC=2N=N1.C(=O)(O)[O-].[Na+]>CN(C)C=O>[Cl:38][C:19]1[C:18]([N:16]([CH3:17])[C:14](=[O:15])[CH2:13][NH:12][C:10](=[O:11])/[CH:9]=[CH:8]/[C:5]2[CH:6]=[N:7][C:2]([NH:1][C:45]([C:40]3[CH:41]=[N:42][CH:43]=[CH:44][N:39]=3)=[O:46])=[CH:3][CH:4]=2)=[CH:36][CH:35]=[C:34]([Cl:37])[C:20]=1[CH2:21][O:22][C:23]1[CH:24]=[CH:25][CH:26]=[C:27]2[C:32]=1[N:31]=[C:30]([CH3:33])[CH:29]=[CH:28]2 |f:2.3,5.6|. Procedure: To a mixture of 8-[3-[N-[(E)-3-(6-aminopyridin-3-yl)acryloylglycyl]-N-methylamino]-2,6-dichlorobenzyloxy]-2-methylquinoline (90.0 mg), 2-pyrazinecarboxylic acid (24.3 mg) and dimethylformamide (0.9 ml) were added 1-ethyl-3-(3-dimethylaminopropyl)carbodiimide hydrochloride (43.9 mg) and 1-hydroxybenzotriazole (35.4 mg). After being stirred for 37 hours at ambient temperature, the mixture was poured into saturated sodium bicarbonate solution and extracted with chloroform. The organic layer was sep... Run in C(Cl)Cl (DCM), C(Cl)Cl (DCM). As a reaction SMILES: [Si:1]([O:8][C@H:9]([CH2:19][CH:20]([C:22]1[CH:27]=[C:26]([F:28])[CH:25]=[C:24]([C:29]#[N:30])[CH:23]=1)[OH:21])[CH2:10][NH:11][C:12](=[O:18])[O:13][C:14]([CH3:17])([CH3:16])[CH3:15])([C:4]([CH3:7])([CH3:6])[CH3:5])([CH3:3])[CH3:2].[CH3:31][S:32](Cl)(=[O:34])=[O:33].O>C(Cl)Cl>[CH3:31][S:32]([O:21][CH:20]([C:22]1[CH:27]=[C:26]([F:28])[CH:25]=[C:24]([C:29]#[N:30])[CH:23]=1)[CH2:19][C@@H:9]([O:8][Si:1]([C:4]([CH3:5])([CH3:6])[CH3:7])([CH3:3])[CH3:2])[CH2:10][NH:11][C:12]([O:13][C:14]([CH3:16])([CH3:17])[CH3:15])=[O:18])(=[O:34])=[O:33]. Procedure details: To a solution of tert-butyl ((2R)-2-((tert-butyldimethylsilyl)oxy)-4-(3-cyano-5-fluorophenyl)-4-hydroxybutyl)carbamate (I-10) (5.3 g, 12.1 mmol) in DCM (50 mL) at −60° C. was added TEA (5.1 mL, 36.3 mmol) and MsCl (0.98 mL, 12.2 mmol). The resulting mixture was stirred at −60° C. for 2 hours. The reaction was poured into water, diluted with DCM and washed with brine, dried over sodium sulfate, filtered and concentrated. The crude product was purified by column chromatography on silica gel with E... The product is CS(=O)(=O)OC(C[C@H](CNC(=O)OC(C)(C)C)O[Si](C)(C)C(C)(C)C)C1=CC(=CC(=C1)F)C#N ((3R)-4-((tert-butoxycarbonyl)amino)-3-((tert-butyldimethylsilyl)oxy)-1-(3-cyano-5-fluorophenyl)butyl methanesulfonate). The reactants are [Si](C)(C)(C(C)(C)C)O[C@@H](CNC(OC(C)(C)C)=O)CC(O)C1=CC(=CC(=C1)F)C#N (tert-butyl ((2R)-2-((tert-butyldimethylsilyl)oxy)-4-(3-cyano-5-fluorophenyl)-4-hydroxybutyl)carbamate), TEA, CS(=O)(=O)Cl (MsCl), O (water). Run at temperature -60 celsius, time 2 hour. Reaction SMILES: [BH4-].[Na+].[C:3]([O:7][C:8]([NH:10][C@H:11]1[C:14](=[O:15])[NH:13][C@H:12]1[C:16](OC)=O)=[O:9])([CH3:6])([CH3:5])[CH3:4].OCC1CCN1.C1(C)C=CC(S([O-])(=O)=O)=CC=1.[N-:37]=[N+:38]=[N-:39].[Na+]>>[N:37]([CH2:16][C@H:12]1[C@@H:11]([NH:10][C:8]([O:7][C:3]([CH3:4])([CH3:5])[CH3:6])=[O:9])[C:14](=[O:15])[NH:13]1)=[N+:38]=[N-:39] |f:0.1,5.6|. Procedure: Sodium borohydride reduction of methyl cis-3-t-butoxycarbonylamino-4-oxoazetidine-2-carboxylate as described in Preparation 3, followed by conversion of the 2-hydroxymethylazetidine product to the p-toluene-sulfonate derivative, mp 160°-162°(d), and reaction of the derivative with sodium azide as described in Preparation 4 gives the title compound. The reactants are [BH4-].[Na+] (Sodium borohydride), C(C)(C)(C)OC(=O)N[C@@H]1[C@@H](NC1=O)C(=O)OC (methyl cis-3-t-butoxycarbonylamino-4-oxoazetidine-2-carboxylate), OCC1NCC1 (2-hydroxymethylazetidine), C1(=CC=C(C=C1)S(=O)(=O)[O-])C (p-toluene-sulfonate), ( d ), [N-]=[N+]=[N-].[Na+] (sodium azide). Yields the product N(=[N+]=[N-])C[C@@H]1NC([C@@H]1NC(=O)OC(C)(C)C)=O (cis-2-Azidomethyl-3-t-butoxycarbonylamino-4-oxoazetidine). The reactants are CCOCCOc1nsnc1-c1cccnc1, CI, CC(C)=O. Reaction SMILES: [CH2:3]([CH3:4])[O:5][CH2:6][CH2:7][O:8][c:9]1[n:10][s:11][n:12][c:13]1-[c:14]1[cH:15][n:16][cH:17][cH:18][cH:19]1.[CH3:1][I:2].[CH3:20][C:21](=[O:22])[CH3:23]>>[CH3:1][n+:16]1[cH:15][c:14](-[c:13]2[c:9]([O:8][CH2:7][CH2:6][O:5][CH2:3][CH3:4])[n:10][s:11][n:12]2)[cH:19][cH:18][cH:17]1.[I-:2]. Product: CCOCCOc1nsnc1-c1ccc[n+](C)c1, [I-]. Reactants: COc1ccc(Nc2ccc(OC)cc2)cc1, CC(=O)O, [Na+], N#C[O-], [OH-], O. The product is COc1ccc(N(C(N)=O)c2ccc(OC)cc2)cc1. RXN SMILES: [CH3:1][O:2][c:3]1[cH:4][cH:5][c:6]([NH:9][c:10]2[cH:11][cH:12][c:13]([O:16][CH3:17])[cH:14][cH:15]2)[cH:7][cH:8]1.[CH3:23][C:24](=[O:25])[OH:26].[Na+:22].[O-:18][C:19]#[N:20].[OH-:21].[OH2:27]>>[CH3:1][O:2][c:3]1[cH:4][cH:5][c:6]([N:9]([c:10]2[cH:11][cH:12][c:13]([O:16][CH3:17])[cH:14][cH:15]2)[C:19](=[O:18])[NH2:20])[cH:7][cH:8]1.